This data is from the Open Reaction Database (ORD), a public repository of structured organic reaction records. The task is: describe an organic reaction: reactants, conditions, products, and yield Starting materials: N1N=NN=C1NC(COC1=CC(=CC=C1)CCNS(=O)(=O)C1=CC=C(C=C1)Cl)=O (3-[2-(4-Chlorobenzenesulphonamido)-ethyl]-phenoxyacetic acid (1H-tetrazol-5-yl)-amide), C1(CCCCC1)N=C=NC1CCCCC1 (dicyclohexylcarbodiimide), N (ammonia). Run in O1CCCC1 (tetrahydrofuran). Run at time 10 minute. Product: ClC1=CC=C(C=C1)S(=O)(=O)NCCC=1C=C(OCC(=O)N)C=CC1 (3-[2-(4-Chlorobenzenesulphonamido)-ethyl]-phenoxyacetic acid amide). As a reaction SMILES: N1C([NH:6][C:7](=[O:29])[CH2:8][O:9][C:10]2[CH:15]=[CH:14][CH:13]=[C:12]([CH2:16][CH2:17][NH:18][S:19]([C:22]3[CH:27]=[CH:26][C:25]([Cl:28])=[CH:24][CH:23]=3)(=[O:21])=[O:20])[CH:11]=2)=NN=N1.C1(N=C=NC2CCCCC2)CCCCC1.N>O1CCCC1>[Cl:28][C:25]1[CH:24]=[CH:23][C:22]([S:19]([NH:18][CH2:17][CH2:16][C:12]2[CH:11]=[C:10]([CH:15]=[CH:14][CH:13]=2)[O:9][CH2:8][C:7]([NH2:6])=[O:29])(=[O:20])=[O:21])=[CH:27][CH:26]=1. Procedure: To a solution of 29.7 g. (72 mMol) 3-[2-(4-chlorobenzenesulphonamido)-ethyl]-phenoxymalonic acid (preparation see Example 10 e)) in 150 ml. anhydrous tetrahydrofuran are added 14.8 g. (72 mMol) dicyclohexylcarbodiimide. The reaction mixture is stirred for 10 minutes and then a weak current of ammonia is passed in for about 1 hour. It is then left to stand for 2 hours and filtered. The mother liquor is evaporated and the residue recrystallised from isohexane. There are obtained 18.0 g. (68% of th... Starting materials: [Br-], C#CCBr, CCCC[N+](CCCC)(CCCC)CCCC, Cc1ccccc1, ClCCl, [Na+], [OH-], C#CCOc1ccc(CCNC(=O)C(O)C(C)c2ccccc2)cc1OC. The product is C#CCOc1ccc(CCNC(=O)C(OCC#C)C(C)c2ccccc2)cc1OC. As a reaction SMILES: [Br-:41].[CH2:1]([C:2]#[CH:3])[Br:4].[CH3:42][CH2:43][CH2:44][CH2:45][N+:46]([CH2:47][CH2:48][CH2:49][CH3:50])([CH2:51][CH2:52][CH2:53][CH3:54])[CH2:55][CH2:56][CH2:57][CH3:58].[CH3:5][c:6]1[cH:7][cH:8][cH:9][cH:10][cH:11]1.[Cl:59][CH2:60][Cl:61].[Na+:40].[OH-:39].[OH:12][CH:13]([C:14](=[O:15])[NH:16][CH2:17][CH2:18][c:19]1[cH:20][c:21]([O:29][CH3:30])[c:22]([O:25][CH2:26][C:27]#[CH:28])[cH:23][cH:24]1)[CH:31]([CH3:32])[c:33]1[cH:34][cH:35][cH:36][cH:37][cH:38]1>>[CH:1]#[C:2][CH2:3][O:12][CH:13]([C:14](=[O:15])[NH:16][CH2:17][CH2:18][c:19]1[cH:20][c:21]([O:29][CH3:30])[c:22]([O:25][CH2:26][C:27]#[CH:28])[cH:23][cH:24]1)[CH:31]([CH3:32])[c:33]1[cH:34][cH:35][cH:36][cH:37][cH:38]1.